Dataset: the Open Reaction Database (ORD), a public repository of structured organic reaction records. Task: describe an organic reaction: reactants, conditions, products, and yield Starting materials: ClCCl, O=c1ccc(C(F)(F)F)c[nH]1, Cc1cc2c(C(F)(F)F)c(C#N)ccc2n1CCO, c1ccc(P(c2ccccc2)c2ccccc2)cc1. Yields the product Cc1cc2c(C(F)(F)F)c(C#N)ccc2n1CCOc1ccc(C(F)(F)F)cn1. As a reaction SMILES: [Cl:50][CH2:51][Cl:52].[F:39][C:40]([c:41]1[cH:42][cH:43][c:44](=[O:47])[nH:45][cH:46]1)([F:48])[F:49].[OH:1][CH2:2][CH2:3][n:4]1[c:5]([CH3:19])[cH:6][c:7]2[c:8]([C:15]([F:16])([F:17])[F:18])[c:9]([C:13]#[N:14])[cH:10][cH:11][c:12]12.[c:20]1([P:21]([c:22]2[cH:23][cH:24][cH:25][cH:26][cH:27]2)[c:28]2[cH:29][cH:30][cH:31][cH:32][cH:33]2)[cH:34][cH:35][cH:36][cH:37][cH:38]1>>[O:1]([CH2:2][CH2:3][n:4]1[c:5]([CH3:19])[cH:6][c:7]2[c:8]([C:15]([F:16])([F:17])[F:18])[c:9]([C:13]#[N:14])[cH:10][cH:11][c:12]12)[c:44]1[cH:43][cH:42][c:41]([C:40]([F:39])([F:48])[F:49])[cH:46][n:45]1.